Dataset: the Open Reaction Database (ORD), a public repository of structured organic reaction records. Task: describe an organic reaction: reactants, conditions, products, and yield Starting materials: BrN1C(CCC1=O)=O (N-Bromosuccinimide), IC1=C(C=CC(=C1)Br)C (2-Iodo-4-bromotoluene). The reagents and catalysts are C(C1=CC=CC=C1)OOCC1=CC=CC=C1 (benzyl peroxide). Run in ClC1=CC=CC=C1 (chlorobenzene). The product is IC1=C(C=CC(=C1)Br)CBr (2-Iodo-4-bromo(bromomethyl)benzene). The yield is 24.2%. Reaction SMILES: [Br:1]N1C(=O)CCC1=O.[I:9][C:10]1[CH:15]=[C:14]([Br:16])[CH:13]=[CH:12][C:11]=1[CH3:17]>ClC1C=CC=CC=1.C(OOCC1C=CC=CC=1)C1C=CC=CC=1>[I:9][C:10]1[CH:15]=[C:14]([Br:16])[CH:13]=[CH:12][C:11]=1[CH2:17][Br:1]. Procedure details: N-Bromosuccinimide (NBS) (1.1 molar equivalents, 66.5 g, 373 mmol) and benzyl peroxide (0.006 molar equivalent, 450.7 mg, 1.9 mmol) are added to a solution of 2-iodo-4-bromotoluene 6 (1 molar equivalent, 100.3 g, 338 mmol) in chlorobenzene (1200 ml). The batch is then stirred under reflux overnight. After the solvent has been removed in a rotary evaporator, ethyl acetate and water are added. The aqueous phase is extracted by shaking with ethyl acetate. The organic phase is washed by shaking with... Starting materials: CN1N=CC(=C1)C1=NC=CC(=C1)OC=1C=CC(=NC1)N (5-((2-(1-methyl-1H-pyrazol-4-yl)pyridin-4-yl)oxy)pyridin-2-amine), N1=CC=CC=C1 (pyridine), C(=O)(Cl)Cl (phosgene), N1=CC=CC=C1 (pyridine), CC1CNC(N1C1CCOCC1)=O (5-methyl-1-(tetrahydro-2H-pyran-4-yl)imidazolidin-2-one). The solvent is C(Cl)Cl (DCM), C(Cl)Cl (DCM), C(Cl)Cl (DCM). Conditions: time 1 hour. Yields the product CC1N(C(N(C1)C(=O)NC1=NC=C(C=C1)OC1=CC(=NC=C1)C=1C=NN(C1)C)=O)C1CCOCC1 (4-methyl-N-(5-((2-(1-methyl-1H-pyrazol-4-yl)pyridin-4-yl)oxy)pyridin-2-yl)-2-oxo-3-(tetrahydro-2H-pyran-4-yl)imidazolidine-1-carboxamide). Yield: 9.0%. RXN SMILES: [C:1](Cl)(Cl)=[O:2].N1C=CC=CC=1.[CH3:11][CH:12]1[N:16]([CH:17]2[CH2:22][CH2:21][O:20][CH2:19][CH2:18]2)[C:15](=[O:23])[NH:14][CH2:13]1.[CH3:24][N:25]1[CH:29]=[C:28]([C:30]2[CH:35]=[C:34]([O:36][C:37]3[CH:38]=[CH:39][C:40]([NH2:43])=[N:41][CH:42]=3)[CH:33]=[CH:32][N:31]=2)[CH:27]=[N:26]1>C(Cl)Cl>[CH3:11][CH:12]1[CH2:13][N:14]([C:1]([NH:43][C:40]2[CH:39]=[CH:38][C:37]([O:36][C:34]3[CH:33]=[CH:32][N:31]=[C:30]([C:28]4[CH:27]=[N:26][N:25]([CH3:24])[CH:29]=4)[CH:35]=3)=[CH:42][N:41]=2)=[O:2])[C:15](=[O:23])[N:16]1[CH:17]1[CH2:22][CH2:21][O:20][CH2:19][CH2:18]1. Procedure details: A 0° C. solution of phosgene (15% in toluene, 2 mL, 2.84 mmol) in DCM (5 mL) was treated drop-wise with a solution of pyridine (0.1 mL, 1.236 mmol) and 5-methyl-1-(tetrahydro-2H-pyran-4-yl)imidazolidin-2-one (0.103 g, 0.561 mmol) in DCM (5 mL), stirred at RT for 1 h, then concentrated to dryness. The residue was dissolved in DCM (5 mL), cooled to 0° C., treated with a solution of Example A2 (0.10 g, 0.374 mmol) and pyridine (0.1 mL) in DCM (5 mL), warmed to RT and stirred overnight. The solids w... Starting materials: C(C)OC1=C(C=CC=C1)O (2-ethoxy-phenol), C([O-])(O)=O.[Na+] (sodium bicarbonate), C(C)(=O)[O-].[Na+] (sodium acetate), N(=O)[O-].[Na+] (sodium nitrite), NC1=CC=CC=C1 (aniline), diazonium salt. Run in C(C)O (ethanol), O (water), O (water), C(C)O (ethanol), Cl (hydrochloric acid). Run at time 10 minute. Product: C(C)OC=1C=C(C=CC1O)N=NC1=CC=CC=C1 (3-ethoxy-4-hydroxy-azobenzene). RXN SMILES: [NH2:1][C:2]1[CH:7]=[CH:6][CH:5]=[CH:4][CH:3]=1.[N:8]([O-])=O.[Na+].C(=O)(O)[O-].[Na+].C([O-])(=O)C.[Na+].[CH2:22]([O:24][C:25]1[CH:30]=[CH:29][CH:28]=[CH:27][C:26]=1[OH:31])[CH3:23]>Cl.O.C(O)C>[CH2:22]([O:24][C:25]1[CH:30]=[C:29]([N:8]=[N:1][C:2]2[CH:7]=[CH:6][CH:5]=[CH:4][CH:3]=2)[CH:28]=[CH:27][C:26]=1[OH:31])[CH3:23] |f:1.2,3.4,5.6|. Procedure details: 105 g of aniline is dissolved in 290 ml of conc. hydrochloric acid and 350 ml of water, and the solution is cooled to 0° to 5°. At this temperature, an addition is made dropwise, with stirring, of a solution of 84 g of sodium nitrite in 250 ml of water. After 10 minutes' stirring at 0° to 5°, the diazonium salt solution is rendered neutral with 105 g of sodium bicarbonate, and 48 g of sodium acetate (anhydrous) is added. This solution is added dropwise, with stirring, to a solution, cooled to 0°...